From a dataset of the Open Reaction Database (ORD), a public repository of structured organic reaction records. describe an organic reaction: reactants, conditions, products, and yield The reactants are reactant, C(=O)O (formic acid), C1(=CC=CC=C1)OC (anisole), O (H2O), Teflon. The reagents and catalysts are catalyst. Conditions: temperature 130 celsius, time 10 minute. Product: O=CC1=CC(OC)=C(O)C=C1 (Vanillin). RXN SMILES: [CH:1](O)=[O:2].[C:4]1([O:10][CH3:11])[CH:9]=[CH:8][CH:7]=[CH:6][CH:5]=1.[OH2:12]>>[O:2]=[CH:1][C:6]1[CH:7]=[CH:8][C:9]([OH:12])=[C:4]([O:10][CH3:11])[CH:5]=1. Procedure details: A reactant (2.0 mmol, 304 mg), a catalyst (20 mg), H2O (2 mL), formic acid (2.5 equivalents), and anisole (1.0 mmol) were filled in a decompression tube (4 mL) sealed with a Teflon lid. The reaction mixture was heated at 80° C. or 130° C. for 10 hours in an oil bath, and then cooled to room temperature. The reaction mixture was extracted by adding 10 mL CH2Cl2 and centrifuged for 10 minutes to separate a catalyst. The resulting organic layer was analyzed using gas chromatography-mass spectrophot... Starting materials: C(C)(C)(C)OC(=O)N1CC2=NNC(=C2C1)N (3-amino-2,6-dihydro-4H-pyrrolo[3,4-c]pyrazole-5-carboxylic acid tert-butyl ester), ClC(C=O)C=O (2-chloromalonaldehyde). Solvent: CC(=O)O (AcOH), O (water). Run at time 18 hour. Yields the product C(C)(C)(C)OC(=O)N1CC=2C(=C3N=CC(=CN3N2)Cl)C1 (6-chloro-1H,3H-2,4,7a,8-tetraaza-cyclopenta[a]indene-2-carboxylic acid tert-butyl ester). The yield is 47.2%. As a reaction SMILES: [C:1]([O:5][C:6]([N:8]1[CH2:15][C:14]2[C:10](=[N:11][NH:12][C:13]=2[NH2:16])[CH2:9]1)=[O:7])([CH3:4])([CH3:3])[CH3:2].[Cl:17][CH:18]([CH:21]=O)[CH:19]=O>CC(O)=O.O>[C:1]([O:5][C:6]([N:8]1[CH2:15][C:14]2=[C:13]3[N:12]([N:11]=[C:10]2[CH2:9]1)[CH:21]=[C:18]([Cl:17])[CH:19]=[N:16]3)=[O:7])([CH3:4])([CH3:2])[CH3:3]. Procedure details: A mixture of 3-amino-2,6-dihydro-4H-pyrrolo[3,4-c]pyrazole-5-carboxylic acid tert-butyl ester (2 g; 8.92 mmol; 1 eq.) and 2-chloromalonaldehyde (1.04 g; 9.81 mmol; 1.1 eq.) in AcOH was stirred at room temperature for 18 hours then diluted with water (30 mL). The precipitate was filtered off and purified by column chromatography (DCM/EA, from 95/5 to 80/20) to afford the title compound (1.24 g, 47%) as a white solid. 1H NMR (DMSO-d6) δ 9.57 (d, J=2.3 Hz, 1H), 8.59 (d, J=2.3 Hz, 1H), 4.63-4.57 (m,...